From a dataset of the Open Reaction Database (ORD), a public repository of structured organic reaction records. describe an organic reaction: reactants, conditions, products, and yield RXN SMILES: [CH3:1][C:2]1[N:6]=[C:5]([CH:7]2[CH2:12][CH2:11][CH2:10][N:9](C(OC(C)(C)C)=O)[CH2:8]2)[S:4][N:3]=1.[ClH:20]>ClCCl.CCO>[ClH:20].[CH3:1][C:2]1[N:6]=[C:5]([CH:7]2[CH2:12][CH2:11][CH2:10][NH:9][CH2:8]2)[S:4][N:3]=1 |f:4.5|. Run at temperature 35 celsius. Starting materials: Boc, CC1=NSC(=N1)C1CN(CCC1)C(=O)OC(C)(C)C (tert-butyl 3-(3-methyl-1,2,4-thiadiazol-5-yl)piperidine-1-carboxylate), solution, Cl (HCl). Reported procedure: The Boc-protected intermediate 11a (0.87 g, 3.07 mmol) was stirred in dichloromethane (10 mL) and treated with 10 mL of a 2.53 M solution of HCl in EtOH. After warming to 35° C. for 2 hours, the mixture was concentrated under vacuum. The product was precipitated from IPA:MTBE (1:10). The product was recrystallized from IPA:MTBE three times to afford a high purity sample (42 mg) of white solid. MS (ESI) m/z 184 [M+1]+. NMR (CDCl3) δ 1.68-1.91 (m, 3H), 2.13-2.20 (d, 1H), 2.58 (s, 3H), 2.87-2.95 (d... The solvent is ClCCl (dichloromethane), CCO (EtOH). Product: Cl.CC1=NSC(=N1)C1CNCCC1 (3-methyl-5-(piperidin-3-yl)-1,2,4-thiadiazole hydrochloride). Starting materials: ClC(Cl)Cl, O=C(OO)c1cccc(Cl)c1, O=C(O)c1cccc(Cl)c1, C=CCc1ccc2c(c1)OCO2. Product: c1cc2c(cc1CC1CO1)OCO2. As a reaction SMILES: [CH:34]([Cl:35])([Cl:36])[Cl:37].[Cl:13][c:14]1[cH:15][cH:16][cH:17][c:18]([C:19]([O:20][OH:22])=[O:21])[cH:23]1.[Cl:24][c:25]1[cH:26][c:27]([C:31]([OH:32])=[O:33])[cH:28][cH:29][cH:30]1.[O:1]1[CH2:2][O:3][c:4]2[cH:5][c:6]([CH2:7][CH:8]=[CH2:9])[cH:10][cH:11][c:12]21>>[O:1]1[CH2:2][O:3][c:4]2[cH:5][c:6]([CH2:7][CH:8]3[CH2:9][O:21]3)[cH:10][cH:11][c:12]21. The reactants are FC1=C(C(=O)Cl)C(=CC(=C1)F)F (2,4,6-trifluorobenzoyl chloride), FC1=C(C(=O)Cl)C(=CC(=C1)F)F (2,4,6-trifluorobenzoyl chloride), CN(C1CC=C(CC1)C1=CC=CC(=N1)N)C (6-(4-dimethylamino-cyclohex-1-enyl)-pyridin-2-ylamine). The solvent is N1=CC=CC=C1 (pyridine), Cl (HCl). Run at temperature 55 celsius. Product: amine, Cl.Cl.CN(C1CC=C(CC1)C1=CC=CC(=N1)NC(C1=C(C=C(C=C1F)F)F)=O)C (N-(6-(4-Dimethylamino-cyclohex-1-enyl)-pyridin-2-yl)-2,4,6-trifluoro-benzamide di-hydrochloride salt). Isolated yield 49.0%. As a reaction SMILES: [F:1][C:2]1[CH:10]=[C:9]([F:11])[CH:8]=[C:7]([F:12])[C:3]=1[C:4]([Cl:6])=[O:5].[CH3:13][N:14]([CH3:28])[CH:15]1[CH2:20][CH2:19][C:18]([C:21]2[N:26]=[C:25]([NH2:27])[CH:24]=[CH:23][CH:22]=2)=[CH:17][CH2:16]1>N1C=CC=CC=1.Cl>[ClH:6].[ClH:6].[CH3:13][N:14]([CH3:28])[CH:15]1[CH2:20][CH2:19][C:18]([C:21]2[N:26]=[C:25]([NH:27][C:4](=[O:5])[C:3]3[C:2]([F:1])=[CH:10][C:9]([F:11])=[CH:8][C:7]=3[F:12])[CH:24]=[CH:23][CH:22]=2)=[CH:17][CH2:16]1 |f:4.5.6|. Procedure details: Add 2,4,6-trifluorobenzoyl chloride (117 mg, 0.60 mmol) to a solution of 6-(4-dimethylamino-cyclohex-1-enyl)-pyridin-2-ylamine, isomer 1 (preparation 10, 100 mg, 0.46 mmol) in pyridine (6 mL) and heat at 55° C. overnight. Re-add another portion of 2,4,6-trifluorobenzoyl chloride (50 mg, 0.26 mmol) and heat at 65° C. for 4 hr. Remove volatiles under reduced pressure, dissolve the residue in 1N HCl, extract twice with ethyl ether. Adjust aqueous layer to pH>11 with 5N NaOH. Extract the aqueous lay... Reactants: Cc1cc(OCC(=O)O)ccc1NC(=O)c1ccc(N2CCN(C(=O)OC(C)(C)C)CC2)cc1, CCOC(C)=O, Cl. The product is Cc1cc(OCC(=O)O)ccc1NC(=O)c1ccc(N2CCNCC2)cc1. RXN SMILES: [CH3:1][C:2]([CH3:3])([O:4][C:5](=[O:6])[N:7]1[CH2:8][CH2:9][N:10]([c:13]2[cH:14][cH:15][c:16]([C:19](=[O:20])[NH:21][c:22]3[c:23]([CH3:33])[cH:24][c:25]([O:26][CH2:27][C:28](=[O:29])[OH:30])[cH:31][cH:32]3)[cH:17][cH:18]2)[CH2:11][CH2:12]1)[CH3:34].[CH3:36][CH2:37][O:38][C:39]([CH3:40])=[O:41].[ClH:35]>>[NH:7]1[CH2:8][CH2:9][N:10]([c:13]2[cH:14][cH:15][c:16]([C:19](=[O:20])[NH:21][c:22]3[c:23]([CH3:33])[cH:24][c:25]([O:26][CH2:27][C:28](=[O:29])[OH:30])[cH:31][cH:32]3)[cH:17][cH:18]2)[CH2:11][CH2:12]1. Reactants: CC=1C=C(CC(C(=O)O)CC(N2CCC(CC2)N2C(NC3=CC=CC=C3C2)=O)=O)C=CC1C (2-(3,4-dimethyl-benzyl)-4-oxo-4-[4-(2-oxo-1,4-dihydro-2H-quinazolin-3-yl)-piperidin-1-yl]-butanoic acid), C(C)(C)N1CCN(CC1)C1CCNCC1 (1-isopropyl-4-piperidin-4-yl-piperazine). Yields the product CC=1C=C(CC(C(=O)N2CCC(CC2)N2CCN(CC2)C(C)C)CC(=O)N2CCC(CC2)N2C(NC3=CC=CC=C3C2)=O)C=CC1C (2-(3,4-dimethyl-benzyl)-1-[4-(4-isopropyl-piperazin-1-yl)-piperidin-1-yl]-4-[4-(2-oxo-1,4-dihydro-2H-quinazolin-3-yl)-piperidin-1-yl]-butan-1,4-dione). Reaction SMILES: [CH3:1][C:2]1[CH:3]=[C:4]([CH:30]=[CH:31][C:32]=1[CH3:33])[CH2:5][CH:6]([CH2:10][C:11](=[O:29])[N:12]1[CH2:17][CH2:16][CH:15]([N:18]2[CH2:27][C:26]3[C:21](=[CH:22][CH:23]=[CH:24][CH:25]=3)[NH:20][C:19]2=[O:28])[CH2:14][CH2:13]1)[C:7](O)=[O:8].[CH:34]([N:37]1[CH2:42][CH2:41][N:40]([CH:43]2[CH2:48][CH2:47][NH:46][CH2:45][CH2:44]2)[CH2:39][CH2:38]1)([CH3:36])[CH3:35]>>[CH3:1][C:2]1[CH:3]=[C:4]([CH:30]=[CH:31][C:32]=1[CH3:33])[CH2:5][CH:6]([CH2:10][C:11]([N:12]1[CH2:13][CH2:14][CH:15]([N:18]2[CH2:27][C:26]3[C:21](=[CH:22][CH:23]=[CH:24][CH:25]=3)[NH:20][C:19]2=[O:28])[CH2:16][CH2:17]1)=[O:29])[C:7]([N:46]1[CH2:45][CH2:44][CH:43]([N:40]2[CH2:39][CH2:38][N:37]([CH:34]([CH3:36])[CH3:35])[CH2:42][CH2:41]2)[CH2:48][CH2:47]1)=[O:8]. Reported procedure: Prepared analogously to Example 76e) from 2-(3,4-dimethyl-benzyl)-4-oxo-4-[4-(2-oxo-1,4-dihydro-2H-quinazolin-3-yl)-piperidin-1-yl]-butanoic acid and 1-isopropyl-4-piperidin-4-yl-piperazine Starting materials: CCOc1ccc(-c2nc(-c3cccc(C#N)c3)cs2)cc1OCC, CCO, Cl, [Na+], [OH-], O. Yields the product CCOc1ccc(-c2nc(-c3cccc(C(=O)O)c3)cs2)cc1OCC. As a reaction SMILES: [CH2:1]([CH3:2])[O:3][c:4]1[cH:5][c:6](-[c:13]2[s:14][cH:15][c:16](-[c:18]3[cH:19][c:20]([C:24]#[N:25])[cH:21][cH:22][cH:23]3)[n:17]2)[cH:7][cH:8][c:9]1[O:10][CH2:11][CH3:12].[CH3:30][CH2:31][OH:32].[ClH:29].[Na+:27].[OH-:26].[OH2:28]>>[CH2:1]([CH3:2])[O:3][c:4]1[cH:5][c:6](-[c:13]2[s:14][cH:15][c:16](-[c:18]3[cH:19][c:20]([C:24](=[O:26])[OH:28])[cH:21][cH:22][cH:23]3)[n:17]2)[cH:7][cH:8][c:9]1[O:10][CH2:11][CH3:12]. Starting materials: O=C([O-])[O-], Cc1ccccc1, CCNCC1CCCC1, O=Cc1cc(C(F)(F)F)ccc1F, [K+], [K+], O. The product is CCN(CC1CCCC1)c1ccc(C(F)(F)F)cc1C=O. Reaction SMILES: [C:23](=[O:24])([O-:25])[O-:26].[CH3:30][c:31]1[cH:32][cH:33][cH:34][cH:35][cH:36]1.[CH:14]1([CH2:19][NH:20][CH2:21][CH3:22])[CH2:15][CH2:16][CH2:17][CH2:18]1.[F:1][c:2]1[c:3]([CH:4]=[O:5])[cH:6][c:7]([C:10]([F:11])([F:12])[F:13])[cH:8][cH:9]1.[K+:27].[K+:28].[OH2:29]>>[c:2]1([N:20]([CH2:19][CH:14]2[CH2:15][CH2:16][CH2:17][CH2:18]2)[CH2:21][CH3:22])[c:3]([CH:4]=[O:5])[cH:6][c:7]([C:10]([F:11])([F:12])[F:13])[cH:8][cH:9]1.